describe an organic reaction: reactants, conditions, products, and yield From a dataset of the Open Reaction Database (ORD), a public repository of structured organic reaction records. Starting materials: NC=1C=CC(=C(C(=O)OC)C1)OC1=CC=C(C=C1)Cl (methyl 5-amino-2-(4-chlorophenoxy)-benzoate), [H][H] (hydrogen), [S-2].[Na+].[Na+] (sodium sulfide), ClC1=CC=C(OC2=C(C(=O)OC)C=C(C=C2)[N+](=O)[O-])C=C1 (Methyl 2-(4-chlorophenoxy)-5-nitro-benzoate), [Sn](Cl)(Cl)(Cl)Cl (tin tetrachloride). The reagents and catalysts are [Pd] (palladium/charcoal). Solvent: Cl (hydrochloric acid), CO (methanol), CO.O (methanol water). The product is ester, ClC1=CC=C(OC2=C(C(=O)O)C=C(C=C2)[N+](=O)[O-])C=C1 (2-(4-chlorophenoxy)-5-nitrobenzoic acid), NC=1C=CC(=C(C(=O)O)C1)OC1=CC=C(C=C1)Cl (5-amino-2-(4-chlorophenoxy)-benzoic acid). As a reaction SMILES: [Cl:1][C:2]1[CH:21]=[CH:20][C:5]([O:6][C:7]2[CH:16]=[CH:15][C:14]([N+:17]([O-:19])=[O:18])=[CH:13][C:8]=2[C:9]([O:11]C)=[O:10])=[CH:4][CH:3]=1.[NH2:22][C:23]1[CH:24]=[CH:25][C:26]([O:33][C:34]2[CH:39]=[CH:38][C:37]([Cl:40])=[CH:36][CH:35]=2)=[C:27]([CH:32]=1)[C:28]([O:30]C)=[O:29].[H][H].[Sn](Cl)(Cl)(Cl)Cl.[S-2].[Na+].[Na+]>Cl.CO.O.[Pd].CO>[Cl:1][C:2]1[CH:21]=[CH:20][C:5]([O:6][C:7]2[CH:16]=[CH:15][C:14]([N+:17]([O-:19])=[O:18])=[CH:13][C:8]=2[C:9]([OH:11])=[O:10])=[CH:4][CH:3]=1.[NH2:22][C:23]1[CH:24]=[CH:25][C:26]([O:33][C:34]2[CH:39]=[CH:38][C:37]([Cl:40])=[CH:36][CH:35]=2)=[C:27]([CH:32]=1)[C:28]([OH:30])=[O:29] |f:4.5.6,8.9|. Procedure: A.1. Methyl 2-(4-chlorophenoxy)-5-nitro-benzoate is reduced to methyl 5-amino-2-(4-chlorophenoxy)-benzoate using palladium/charcoal as the catalyst with the aid of hydrogen in a solvent such as methanol. Alternatively, this reduction step is carried out using tin tetrachloride in aqueous hydrochloric acid or using sodium sulfide in methanol/water at in each case elevated temperature either with the aforementioned ester or the free 2-(4-chlorophenoxy)-5-nitrobenzoic acid to give 5-amino-2-(4-chlo... Reactants: CC(Cl)OC(=O)Cl, CC(Cl)Cl, OC1(c2cc(C(F)(F)F)nc3c(C(F)(F)F)cccc23)CN(C(c2ccccc2)c2ccccc2)C1. Yields the product OC1(c2cc(C(F)(F)F)nc3c(C(F)(F)F)cccc23)CNC1. Reaction SMILES: [Cl:37][C:38]([O:39][CH:40]([Cl:41])[CH3:42])=[O:43].[Cl:44][CH:45]([Cl:46])[CH3:47].[c:1]1([CH:2]([c:3]2[cH:4][cH:5][cH:6][cH:7][cH:31]2)[N:8]2[CH2:9][C:10]([OH:12])([c:13]3[cH:14][c:15]([C:27]([F:28])([F:29])[F:30])[n:16][c:17]4[c:18]([C:23]([F:24])([F:25])[F:26])[cH:19][cH:20][cH:21][c:22]34)[CH2:11]2)[cH:32][cH:33][cH:34][cH:35][cH:36]1>>[NH:8]1[CH2:9][C:10]([OH:12])([c:13]2[cH:14][c:15]([C:27]([F:28])([F:29])[F:30])[n:16][c:17]3[c:18]([C:23]([F:24])([F:25])[F:26])[cH:19][cH:20][cH:21][c:22]23)[CH2:11]1. Starting materials: FC(C=1N=C(OC1)NC1=CC=C(C=C1)[C@@H](C(=O)O)C)(F)F ((2S)-2-(4-{[4-(Trifluoromethyl)-1,3-oxazol-2-yl]amino}phenyl)propanoic acid), oil, Cl.COC([C@@H](N)C)=O (L-alanine methyl ester hydrochloride), methyl ester. Yields the product FC(C=1N=C(OC1)NC1=CC=C(C=C1)[C@@H](C(=O)N[C@H](C(=O)O)C)C)(F)F ((2S)-2-{[(2S)-2-(4-{[4-(Trifluoromethyl)-1,3-oxazol-2-yl]amino}phenyl)propanoyl]amino}propanoic acid). Yield: 74.4%. As a reaction SMILES: [F:1][C:2]([F:21])([F:20])[C:3]1[N:4]=[C:5]([NH:8][C:9]2[CH:14]=[CH:13][C:12]([C@H:15]([CH3:19])[C:16]([OH:18])=O)=[CH:11][CH:10]=2)[O:6][CH:7]=1.Cl.C[O:24][C:25](=[O:29])[C@H:26]([CH3:28])[NH2:27]>>[F:20][C:2]([F:1])([F:21])[C:3]1[N:4]=[C:5]([NH:8][C:9]2[CH:10]=[CH:11][C:12]([C@H:15]([CH3:19])[C:16]([NH:27][C@@H:26]([CH3:28])[C:25]([OH:29])=[O:24])=[O:18])=[CH:13][CH:14]=2)[O:6][CH:7]=1 |f:1.2|. Reported procedure: Following the same procedure described for 16 and starting from (2S)-2-(4-{[4-(trifluoromethyl)-1,3-oxazol-2-yl]amino}phenyl)propanoic acid (19) (0.118 g, 0.39 mmol) and L-alanine methyl ester hydrochloride (0.035 g, 0.39 mmol), after workup and methyl ester hydrolysis, pure compound 24 (0.112 g, 0.29 mmol) was isolated as pale yellow oil (75%). The reactants are C(C1=CC=CC=C1)N1CCN(CC1)C=1N=CC2=C(N1)N=CC(=C2OCC)C(=O)OCC (ethyl 2-(4-benzyl-1-piperazinyl)-5-ethoxypyrido[2,3-d] pyrimidine-6-carboxylate), C(C)I (ethyl iodide). Product: C(C1=CC=CC=C1)N1CCN(CC1)C=1N=CC2=C(N1)N(C=C(C2=O)C(=O)OCC)CC (Ethyl 2-(4-benzyl-1-piperazinyl)-5,8-dihydro-8-ethyl-5-oxopyrido[2,3-d]pyrimidine-6-carboxylate). Reaction SMILES: [CH2:1]([N:8]1[CH2:13][CH2:12][N:11]([C:14]2[N:15]=[CH:16][C:17]3[C:23]([O:24]CC)=[C:22]([C:27]([O:29][CH2:30][CH3:31])=[O:28])[CH:21]=[N:20][C:18]=3[N:19]=2)[CH2:10][CH2:9]1)[C:2]1[CH:7]=[CH:6][CH:5]=[CH:4][CH:3]=1.[CH2:32](I)[CH3:33]>>[CH2:1]([N:8]1[CH2:9][CH2:10][N:11]([C:14]2[N:15]=[CH:16][C:17]3[C:23](=[O:24])[C:22]([C:27]([O:29][CH2:30][CH3:31])=[O:28])=[CH:21][N:20]([CH2:32][CH3:33])[C:18]=3[N:19]=2)[CH2:12][CH2:13]1)[C:2]1[CH:3]=[CH:4][CH:5]=[CH:6][CH:7]=1. Reported procedure: Following the procedure described in Example 37 using ethyl 2-(4-benzyl-1-piperazinyl)-5-ethoxypyrido[2,3-d] pyrimidine-6-carboxylate with ethyl iodide, there is obtained the product, m.p. 151° - 153°C. The reactants are CC1(C)CC=C(OS(=O)(=O)C(F)(F)F)CC1, Cc1ccccc1, O=[N+]([O-])c1ccccc1B(O)O, [Na+], [Na+], O=C([O-])[O-], c1ccc(P(c2ccccc2)(c2ccccc2)[Pd](P(c2ccccc2)(c2ccccc2)c2ccccc2)(P(c2ccccc2)(c2ccccc2)c2ccccc2)P(c2ccccc2)(c2ccccc2)c2ccccc2)cc1. Product: CC1(C)CC=C(c2ccccc2[N+](=O)[O-])CC1. Reaction SMILES: [CH3:13][C:14]1([CH3:28])[CH2:15][CH:16]=[C:17]([O:20][S:21]([C:22]([F:23])([F:24])[F:25])(=[O:26])=[O:27])[CH2:18][CH2:19]1.[CH3:35][c:36]1[cH:37][cH:38][cH:39][cH:40][cH:41]1.[N+:1](=[O:2])([O-:3])[c:4]1[c:5]([B:10]([OH:11])[OH:12])[cH:6][cH:7][cH:8][cH:9]1.[Na+:29].[Na+:30].[O-:31][C:32](=[O:33])[O-:34].[cH:42]1[cH:43][cH:44][c:45]([P:46]([Pd:47]([P:48]([c:49]2[cH:50][cH:51][cH:52][cH:53][cH:54]2)([c:55]2[cH:56][cH:57][cH:58][cH:59][cH:60]2)[c:61]2[cH:62][cH:63][cH:64][cH:65][cH:66]2)([P:67]([c:68]2[cH:69][cH:70][cH:71][cH:72][cH:73]2)([c:74]2[cH:75][cH:76][cH:77][cH:78][cH:79]2)[c:80]2[cH:81][cH:82][cH:83][cH:84][cH:85]2)[P:86]([c:87]2[cH:88][cH:89][cH:90][cH:91][cH:92]2)([c:93]2[cH:94][cH:95][cH:96][cH:97][cH:98]2)[c:99]2[cH:100][cH:101][cH:102][cH:103][cH:104]2)([c:105]2[cH:106][cH:107][cH:108][cH:109][cH:110]2)[c:111]2[cH:112][cH:113][cH:114][cH:115][cH:116]2)[cH:117][cH:118]1>>[N+:1](=[O:2])([O-:3])[c:4]1[c:5]([C:17]2=[CH:16][CH2:15][C:14]([CH3:13])([CH3:28])[CH2:19][CH2:18]2)[cH:6][cH:7][cH:8][cH:9]1. Reactants: [C@@H]1([C@@H](O)[C@@H](O)[C@H](O1)CO)N1C(=O)NC(=O)C(=C1)F (1-β-D-lyxofuranosyl-5-fluorouracil). Reagents/catalysts: [Rh] (rhodium on alumina). The solvent is O (water). Yields the product FC1C(NC(N(C1)[C@H]1[C@@H](O)[C@@H](O)[C@H](O1)CO)=O)O (5-fluoro-4-hydroxy-1-β-D-lyxofuranosyl-tetrahydro-2(1H)-pyrimidinone), FC1CNC(N(C1)[C@H]1[C@@H](O)[C@@H](O)[C@H](O1)CO)=O (5-fluoro-1-β-D-lyxofuranosyl-tetrahydro-2(1H)-pyrimidinone). As a reaction SMILES: [C@@H:1]1([N:10]2[CH:17]=[C:16]([F:18])[C:14](=[O:15])[NH:13][C:11]2=[O:12])[O:7][C@H:6]([CH2:8][OH:9])[C@H:4]([OH:5])[C@@H:2]1[OH:3]>O.[Rh]>[F:18][CH:16]1[CH2:17][N:10]([C@@H:1]2[O:7][C@H:6]([CH2:8][OH:9])[C@H:4]([OH:5])[C@@H:2]2[OH:3])[C:11](=[O:12])[NH:13][CH:14]1[OH:15].[F:18][CH:16]1[CH2:17][N:10]([C@@H:1]2[O:7][C@H:6]([CH2:8][OH:9])[C@H:4]([OH:5])[C@@H:2]2[OH:3])[C:11](=[O:12])[NH:13][CH2:14]1. Reported procedure: In the manner given in Example 2D, 1-β-D-lyxofuranosyl-5-fluorouracil, [C. N. Yung et al., J. Am. Chem. Soc. 83, 4060 (1961)] was catalytically hydrogenated in ammoniacal water in the presence of a rhodium on alumina catalyst to give 5-fluoro-4-hydroxy-1-β-D-lyxofuranosyl-tetrahydro-2(1H)-pyrimidinone and 5-fluoro-1-β-D-lyxofuranosyl-tetrahydro-2(1H)-pyrimidinone which were separated by extraction in a Craig apparatus. Yields the product CC(C)(C)OC(=O)CCCCCC(N)C(=O)Nc1ccc2ncccc2c1. RXN SMILES: [C:1]([CH3:2])([CH3:3])([CH3:4])[O:5][C:6]([CH2:7][CH2:8][CH2:9][CH2:10][CH2:11][CH:12]([C:13]([NH:14][c:15]1[cH:16][c:17]2[cH:18][cH:19][cH:20][n:21][c:22]2[cH:23][cH:24]1)=[O:25])[NH:26][C:27]([O:28][CH2:29][c:30]1[cH:31][cH:32][cH:33][cH:34][cH:35]1)=[O:36])=[O:37].[CH3:38][CH2:39][O:40][C:41]([CH3:42])=[O:43].[CH3:44][OH:45]>>[C:1]([CH3:2])([CH3:3])([CH3:4])[O:5][C:6]([CH2:7][CH2:8][CH2:9][CH2:10][CH2:11][CH:12]([C:13]([NH:14][c:15]1[cH:16][c:17]2[cH:18][cH:19][cH:20][n:21][c:22]2[cH:23][cH:24]1)=[O:25])[NH2:26])=[O:37]. Starting materials: CC(C)(C)OC(=O)CCCCCC(NC(=O)OCc1ccccc1)C(=O)Nc1ccc2ncccc2c1, CCOC(C)=O, CO. The reactants are C(C)(C)C(C(=O)Cl)C1=CC=C(C=C1)Cl (2-isopropyl-2-(4-chlorophenyl)acetic acid chloride), C(C)[NH+](CC)CC (triethylammonium), CCOCC (ether). Reaction conditions: time 1 hour. The product is ClC1=CC=C(C=C1)C(C(=O)O)C(C)C (4-chloro-α-(1-methylethyl)benzeneacetic acid). Reaction SMILES: [CH:1]([CH:4]([C:8]1[CH:13]=[CH:12][C:11]([Cl:14])=[CH:10][CH:9]=1)[C:5](Cl)=[O:6])([CH3:3])[CH3:2].C([NH+](CC)CC)C.CC[O:24]CC>>[Cl:14][C:11]1[CH:12]=[CH:13][C:8]([CH:4]([CH:1]([CH3:3])[CH3:2])[C:5]([OH:24])=[O:6])=[CH:9][CH:10]=1. Procedure: A solution was prepared by admixing 3.0 grams (0.014 mole) of 6-(phenoxy)picolinalcohol, 3.5 grams (0.015 mole) of 2-isopropyl-2-(4-chlorophenyl)acetic acid chloride 10 milliliters of triethylammonium and 100 milliliters of dry ether. The reaction mixture was agitated at room temperature for 1 hour. The resulting reaction product mixture was successively washed with dilute hydrochloric acid, dilute sodium hydroxide, dried over anhydrous magnesium sulfate, filtered through silica gel and concentr...